Dataset: the Open Reaction Database (ORD), a public repository of structured organic reaction records. Task: describe an organic reaction: reactants, conditions, products, and yield Reactants: O=C(Nc1ccc(F)cc1O)C(F)(F)Br, Cc1ccccc1, C1CCC2=NCCCN2CC1. The product is O=C1Nc2ccc(F)cc2OC1(F)F. As a reaction SMILES: [Br:1][C:2]([C:3](=[O:4])[NH:5][c:6]1[c:7]([OH:13])[cH:8][c:9]([F:12])[cH:10][cH:11]1)([F:14])[F:15].[CH3:27][c:28]1[cH:29][cH:30][cH:31][cH:32][cH:33]1.[N:16]12[CH2:17][CH2:18][CH2:19][N:20]=[C:21]1[CH2:22][CH2:23][CH2:24][CH2:25][CH2:26]2>>[C:2]1([F:14])([F:15])[C:3](=[O:4])[NH:5][c:6]2[c:7]([cH:8][c:9]([F:12])[cH:10][cH:11]2)[O:13]1. The reactants are BrC1=CN=C(S1)C1=CN=C(N=N1)N (6-(5-Bromothiazol-2-yl)-1,2,4-triazin-3-amine), CN(C)C=O (DMF). Reagents/catalysts: [C-]#N.[Zn+2].[C-]#N (zinc cyanide), C=1C=CC(=CC1)[P](C=2C=CC=CC2)(C=3C=CC=CC3)[Pd]([P](C=4C=CC=CC4)(C=5C=CC=CC5)C=6C=CC=CC6)([P](C=7C=CC=CC7)(C=8C=CC=CC8)C=9C=CC=CC9)[P](C=1C=CC=CC1)(C=1C=CC=CC1)C=1C=CC=CC1 (Pd(PPh3)4). The solvent is C(Cl)Cl (CH2Cl2). Reaction conditions: temperature 160 celsius. The product is NC=1N=NC(=CN1)C=1SC(=CN1)C#N (2-(3-amino-1,2,4-triazin-6-yl)thiazole-5-carbonitrile). RXN SMILES: Br[C:2]1[S:6][C:5]([C:7]2[N:12]=[N:11][C:10]([NH2:13])=[N:9][CH:8]=2)=[N:4][CH:3]=1.[CH3:14][N:15](C=O)C>C(Cl)Cl.[C-]#N.[Zn+2].[C-]#N.C1C=CC([P]([Pd]([P](C2C=CC=CC=2)(C2C=CC=CC=2)C2C=CC=CC=2)([P](C2C=CC=CC=2)(C2C=CC=CC=2)C2C=CC=CC=2)[P](C2C=CC=CC=2)(C2C=CC=CC=2)C2C=CC=CC=2)(C2C=CC=CC=2)C2C=CC=CC=2)=CC=1>[NH2:13][C:10]1[N:11]=[N:12][C:7]([C:5]2[S:6][C:2]([C:14]#[N:15])=[CH:3][N:4]=2)=[CH:8][N:9]=1 |f:3.4.5,^1:30,32,51,70|. Reported procedure: 6-(5-Bromothiazol-2-yl)-1,2,4-triazin-3-amine (300 mg, 1.15 mmol), zinc cyanide (340 mg, 2.30 mmol), Pd(PPh3)4 (133 mg, 0.13 mmol), and DMF (5 mL) were combined and heated to 160° C. for 12 h. The reaction mixture was cooled, diluted with CH2Cl2 (30 mL), filtered through silica gel, eluted with EtOAc, and concentrated. The crude product was then purified using silica gel chromatography to afford 30 mg of 2-(3-amino-1,2,4-triazin-6-yl)thiazole-5-carbonitrile. The reactants are O=C([O-])[O-], CN(C)C=O, CCCCCC, CCOC(C)=O, O=[N+]([O-])c1cccc(F)c1, [K+], [K+], C1COCCOCCOCCOCCOCCO1, O=C(Nc1nc2ccc(O)cc2s1)C1CC1. The product is O=C(Nc1nc2ccc(Oc3cccc([N+](=O)[O-])c3)cc2s1)C1CC1. As a reaction SMILES: [C:17](=[O:18])([O-:19])[O-:20].[CH3:51][N:52]([CH3:53])[CH:54]=[O:55].[CH3:56][CH2:57][CH2:58][CH2:59][CH2:60][CH3:61].[CH3:62][CH2:63][O:64][C:65](=[O:66])[CH3:67].[F:23][c:24]1[cH:25][c:26]([N+:30](=[O:31])[O-:32])[cH:27][cH:28][cH:29]1.[K+:21].[K+:22].[O:33]1[CH2:34][CH2:35][O:36][CH2:37][CH2:38][O:39][CH2:40][CH2:41][O:42][CH2:43][CH2:44][O:45][CH2:46][CH2:47][O:48][CH2:49][CH2:50]1.[OH:1][c:2]1[cH:3][c:4]2[c:5]([n:6][c:7]([NH:9][C:10](=[O:11])[CH:12]3[CH2:13][CH2:14]3)[s:8]2)[cH:15][cH:16]1>>[O:1]([c:2]1[cH:3][c:4]2[c:5]([n:6][c:7]([NH:9][C:10](=[O:11])[CH:12]3[CH2:13][CH2:14]3)[s:8]2)[cH:15][cH:16]1)[c:24]1[cH:25][c:26]([N+:30](=[O:31])[O-:32])[cH:27][cH:28][cH:29]1. Starting materials: O=C=Nc1cccc(C(F)(F)F)c1, COC(=O)C=Cc1cnccc1N=P(c1ccccc1)(c1ccccc1)c1ccccc1. Product: COC(=O)C=Cc1cnccc1N=C=Nc1cccc(C(F)(F)F)c1. Reaction SMILES: [F:33][C:34]([c:35]1[cH:36][c:37]([N:41]=[C:42]=[O:43])[cH:38][cH:39][cH:40]1)([F:44])[F:45].[c:1]1([P:2]([c:3]2[cH:4][cH:5][cH:6][cH:7][cH:8]2)([c:9]2[cH:10][cH:11][cH:12][cH:13][cH:14]2)=[N:20][c:21]2[c:22]([CH:27]=[CH:28][C:29](=[O:30])[O:31][CH3:32])[cH:23][n:24][cH:25][cH:26]2)[cH:15][cH:16][cH:17][cH:18][cH:19]1>>[N:20]([c:21]1[c:22]([CH:27]=[CH:28][C:29](=[O:30])[O:31][CH3:32])[cH:23][n:24][cH:25][cH:26]1)=[C:42]=[N:41][c:37]1[cH:36][c:35]([C:34]([F:33])([F:44])[F:45])[cH:40][cH:39][cH:38]1. Reactants: C=CC(C)(O)CCC=C(C)C, CCCCCCC(=O)CCC(=O)O. Yields the product C=CC(C)(CCC=C(C)C)OC(=O)CCC(=O)CCCCCC. RXN SMILES: [CH2:14]=[CH:15][C:16]([OH:17])([CH3:18])[CH2:19][CH2:20][CH:21]=[C:22]([CH3:23])[CH3:24].[O:1]=[C:2]([CH2:3][CH2:4][C:5](=[O:6])[OH:7])[CH2:8][CH2:9][CH2:10][CH2:11][CH2:12][CH3:13]>>[O:1]=[C:2]([CH2:3][CH2:4][C:5]([O:6][C:16]([CH:15]=[CH2:14])([CH3:18])[CH2:19][CH2:20][CH:21]=[C:22]([CH3:23])[CH3:24])=[O:7])[CH2:8][CH2:9][CH2:10][CH2:11][CH2:12][CH3:13]. The reactants are O1CC1(CCCC(CCCC(CCCC(C)C)C)C)C ((2RS,6RS,10RS)-1,2-epoxy-2,6,10,14-tetramethylpentadecane), COC1=C(C(=C(C(=C1C)C)OC)C)C (2,5-dimethoxy-1,3,4,6-tetramethylbenzene), potassium tert.butylate, C(CCC)[Li] (n-butyllithium), O (water). Run in O1CCCC1 (tetrahydrofuran). Conditions: time 30 minute. The product is COC1=C(C(=C(C(=C1C)C)OC)C)CCC(CCCC(CCCC(CCCC(C)C)C)C)(O)C ((3RS,7RS,11RS)-1-(2,5-dimethoxy-3,4,6-trimethylphenyl)-3,7,11,15-tetramethyl-3-hexadecanol). Isolated yield 88.6%. Reaction SMILES: [CH3:1][O:2][C:3]1[C:8]([CH3:9])=[C:7]([CH3:10])[C:6]([O:11][CH3:12])=[C:5]([CH3:13])[C:4]=1[CH3:14].C([Li])CCC.[O:20]1[C:22]([CH3:39])([CH2:23][CH2:24][CH2:25][CH:26]([CH3:38])[CH2:27][CH2:28][CH2:29][CH:30]([CH3:37])[CH2:31][CH2:32][CH2:33][CH:34]([CH3:36])[CH3:35])[CH2:21]1.O>O1CCCC1>[CH3:12][O:11][C:6]1[C:7]([CH3:10])=[C:8]([CH3:9])[C:3]([O:2][CH3:1])=[C:4]([CH3:14])[C:5]=1[CH2:13][CH2:39][C:22]([CH3:21])([OH:20])[CH2:23][CH2:24][CH2:25][CH:26]([CH3:38])[CH2:27][CH2:28][CH2:29][CH:30]([CH3:37])[CH2:31][CH2:32][CH2:33][CH:34]([CH3:35])[CH3:36]. Procedure: 1.8 g (9 mmol) of 2,5-dimethoxy-1,3,4,6-tetramethylbenzene were dissolved in 100 ml of tetrahydrofuran, treated with 1 g (9 mmol) of potassium tert.butylate and subsequently 6 ml (9.5 mmol) of n-butyllithium (1.6 molar) were added dropwise at room temperature. Thereafter, the mixture was stirred at room temperature for 30 minutes, treated dropwise with 2.7 g (9 mmol) of (2RS,6RS,10RS)-1,2-epoxy-2,6,10,14-tetramethylpentadecane and stirred at room temperature for 16 hours. Thereupon, HYFLO and 20... Reactants: CC(C)(C)OC(=O)COC1CCCC(Oc2ncnc3occ(-c4ccccc4)c23)C1, ClC(Cl)(Cl)Cl, O=C1CCC(=O)N1Br. Product: CC(C)(C)OC(=O)COC1CCCC(Oc2ncnc3oc(Br)c(-c4ccccc4)c23)C1. Reaction SMILES: [C:1]([CH3:2])([CH3:3])([CH3:4])[O:5][C:6]([CH2:7][O:8][CH:9]1[CH2:10][CH:11]([O:15][c:16]2[c:17]3[c:18]([n:19][cH:20][n:21]2)[o:22][cH:23][c:24]3-[c:25]2[cH:26][cH:27][cH:28][cH:29][cH:30]2)[CH2:12][CH2:13][CH2:14]1)=[O:31].[Cl:40][C:41]([Cl:42])([Cl:43])[Cl:44].[O:32]=[C:33]1[N:34]([Br:39])[C:35](=[O:36])[CH2:37][CH2:38]1>>[C:1]([CH3:2])([CH3:3])([CH3:4])[O:5][C:6]([CH2:7][O:8][CH:9]1[CH2:10][CH:11]([O:15][c:16]2[c:17]3[c:18]([n:19][cH:20][n:21]2)[o:22][c:23]([Br:39])[c:24]3-[c:25]2[cH:26][cH:27][cH:28][cH:29][cH:30]2)[CH2:12][CH2:13][CH2:14]1)=[O:31]. The solvent is O1CCCC1 (tetrahydrofuran), O1CCOCC1 (1,4-dioxane). Product: C(C1=CC=CC=C1)N1CC(CCC1)C(=O)O (1-benzyl-3-piperidinecarboxylic acid). Procedure details: A 4N-aqueous sodium hydroxide solution (15 ml) was added to a solution of ethyl 1-benzyl-3-piperidinecarboxylate (7.00 g, 28.3 mmol) in a mixture of tetrahydrofuran (30 ml) and 1,4-dioxane (30 ml), and the resulting mixture was stirred at room temperature for 4 hours. After a 4N-aqueous sodium hydroxide solution (15 ml) was added again, the resulting mixture was stirred overnight at room temperature. After completion of the reaction, the reaction solution was neutralized by the addition of 2N-hy... Conditions: time 4 hour. Starting materials: [OH-].[Na+] (sodium hydroxide), C(C1=CC=CC=C1)N1CC(CCC1)C(=O)OCC (ethyl 1-benzyl-3-piperidinecarboxylate), Cl (hydrochloric acid), [OH-].[Na+] (sodium hydroxide). The yield is 101.5%. Reaction SMILES: [OH-].[Na+].[CH2:3]([N:10]1[CH2:15][CH2:14][CH2:13][CH:12]([C:16]([O:18]CC)=[O:17])[CH2:11]1)[C:4]1[CH:9]=[CH:8][CH:7]=[CH:6][CH:5]=1.Cl>O1CCCC1.O1CCOCC1>[CH2:3]([N:10]1[CH2:15][CH2:14][CH2:13][CH:12]([C:16]([OH:18])=[O:17])[CH2:11]1)[C:4]1[CH:5]=[CH:6][CH:7]=[CH:8][CH:9]=1 |f:0.1|. Starting materials: COC(=O)C(CCS(C)(=O)=O)NC(=O)c1cccc(S(=O)(=O)Cl)c1, O=C(Cl)c1cccc(S(=O)(=O)Cl)c1, NCc1ccc(Cl)c(Cl)c1. Product: O=C(NCc1ccc(Cl)c(Cl)c1)c1cccc(S(=O)(=O)Cl)c1. RXN SMILES: [CH3:24][O:25][C:26](=[O:27])[CH:28]([NH:29][C:30](=[O:31])[c:32]1[cH:33][cH:34][cH:35][c:36]([S:37]([Cl:38])(=[O:39])=[O:40])[cH:41]1)[CH2:42][CH2:43][S:44]([CH3:45])(=[O:46])=[O:47].[Cl:11][S:12](=[O:13])(=[O:14])[c:15]1[cH:16][c:17]([C:18](=[O:19])[Cl:20])[cH:21][cH:22][cH:23]1.[Cl:1][c:2]1[cH:3][c:4]([CH2:5][NH2:6])[cH:7][cH:8][c:9]1[Cl:10]>>[Cl:1][c:2]1[cH:3][c:4]([CH2:5][NH:6][C:18]([c:17]2[cH:16][c:15]([S:12]([Cl:11])(=[O:13])=[O:14])[cH:23][cH:22][cH:21]2)=[O:19])[cH:7][cH:8][c:9]1[Cl:10]. Reactants: BrC1=CC(=CC=2N=C(OC21)C2=CC=C(C(=O)NCC1CCN(CC1)C1=NC=C(C=C1)C(F)(F)F)C=C2)C#N (4-(7-Bromo-5-cyano-1,3-benzoxazol-2-yl)-N-({1-[5-(trifluoromethyl)pyridin-2-yl]piperidin-4-yl}methyl)benzamide), C1(CC1)B(O)O (cyclopropylboronic acid). Product: C(#N)C=1C=C(C2=C(N=C(O2)C2=CC=C(C(=O)NCC3CCN(CC3)C3=NC=C(C=C3)C(F)(F)F)C=C2)C1)C1CC1 (4-(5-Cyano-7-cyclopropyl-1,3-benzoxazol-2-yl)-N-({1-[5-(trifluoromethyl)pyridin-2-yl]piperidin-4-yl}methyl)benzamide). As a reaction SMILES: Br[C:2]1[C:10]2[O:9][C:8]([C:11]3[CH:36]=[CH:35][C:14]([C:15]([NH:17][CH2:18][CH:19]4[CH2:24][CH2:23][N:22]([C:25]5[CH:30]=[CH:29][C:28]([C:31]([F:34])([F:33])[F:32])=[CH:27][N:26]=5)[CH2:21][CH2:20]4)=[O:16])=[CH:13][CH:12]=3)=[N:7][C:6]=2[CH:5]=[C:4]([C:37]#[N:38])[CH:3]=1.[CH:39]1(B(O)O)[CH2:41][CH2:40]1>>[C:37]([C:4]1[CH:3]=[C:2]([CH:39]2[CH2:41][CH2:40]2)[C:10]2[O:9][C:8]([C:11]3[CH:36]=[CH:35][C:14]([C:15]([NH:17][CH2:18][CH:19]4[CH2:20][CH2:21][N:22]([C:25]5[CH:30]=[CH:29][C:28]([C:31]([F:34])([F:33])[F:32])=[CH:27][N:26]=5)[CH2:23][CH2:24]4)=[O:16])=[CH:13][CH:12]=3)=[N:7][C:6]=2[CH:5]=1)#[N:38]. Procedure: The title compound was prepared from 4-(7-bromo-5-cyano-1,3-benzoxazol-2-yl)-N-({1-[5-(trifluoromethyl)pyridin-2-yl]piperidin-4-yl}methyl)benzamide (EXAMPLE 114, Step B) and cyclopropylboronic acid by a procedure analogous to that described in EXAMPLE 117. Mass spectrum (ESI) 546.3 (M+1). 1H NMR (500 MHz, CDCl3) δ: 8.38 (s, 1H), 8.33 (d, J=8.3 Hz, 2H), 7.95 (d, J=8.1 Hz, 2H), 7.86 (s, 1H), 7.60 (br d, J=8.9 Hz, 1H), 7.23 (s, 1H), 6.65 (d, J=8.9 Hz, 1H), 6.38 (br s, 1H), 4.46 (d, J=13.1 Hz, 2H), ...